Dataset: the Open Reaction Database (ORD), a public repository of structured organic reaction records. Task: describe an organic reaction: reactants, conditions, products, and yield Starting materials: C[SiH](C)OC1(CSCC2CO2)CC(C(C)(C)C)CN1C(=O)OCc1ccc([N+](=O)[O-])cc1, CN(C)C=O, [Cl-], [N-]=[N+]=[N-], [NH4+], [Na+]. Product: C[SiH](C)OC1(CSCC(O)CN=[N+]=[N-])CC(C(C)(C)C)CN1C(=O)OCc1ccc([N+](=O)[O-])cc1. As a reaction SMILES: [C:1]([CH3:2])([CH3:3])([CH3:4])[CH:5]1[CH2:6][C:7]([CH2:23][S:24][CH2:25][CH:26]2[CH2:27][O:28]2)([O:29][SiH:30]([CH3:31])[CH3:32])[N:8]([C:10](=[O:11])[O:12][CH2:13][c:14]2[cH:15][cH:16][c:17]([N+:20](=[O:21])[O-:22])[cH:18][cH:19]2)[CH2:9]1.[CH3:39][N:40]([CH3:41])[CH:42]=[O:43].[Cl-:37].[N-:34]=[N+:35]=[N-:36].[NH4+:38].[Na+:33]>>[C:1]([CH3:2])([CH3:3])([CH3:4])[CH:5]1[CH2:6][C:7]([CH2:23][S:24][CH2:25][CH:26]([CH2:27][N:34]=[N+:35]=[N-:36])[OH:28])([O:29][SiH:30]([CH3:31])[CH3:32])[N:8]([C:10](=[O:11])[O:12][CH2:13][c:14]2[cH:15][cH:16][c:17]([N+:20](=[O:21])[O-:22])[cH:18][cH:19]2)[CH2:9]1. Starting materials: CN(C1=CC=CC=C1)C=O (N-methylformanilide), P(=O)(Cl)(Cl)Cl (phosphoryl chloride), C(C)(C)(C)C1=C(C=CC=C1)O (ortho-t-butylphenol). Run at time 70 minute. Yields the product CC(C)(C)C=1C=C(C=O)C=CC1O (3-(1,1-dimethylethyl)-4-hydroxybenzaldehyde). Yield: 22.6%. Reaction SMILES: CN([CH:9]=[O:10])C1C=CC=CC=1.P(Cl)(Cl)(Cl)=O.[C:16]([C:20]1[CH:25]=[CH:24][CH:23]=[CH:22][C:21]=1[OH:26])([CH3:19])([CH3:18])[CH3:17]>>[CH3:18][C:16]([C:20]1[CH:25]=[C:24]([CH:23]=[CH:22][C:21]=1[OH:26])[CH:9]=[O:10])([CH3:19])[CH3:17]. Procedure details: Into 101.5 g of N-methylformanilide was added dropwise with cooling 107 g of phosphoryl chloride over a period of 15 minutes. The mixture was allowed to warm to room temperature and stirred for 70 minutes. 67.5 g of ortho-t-butylphenol was added and stirred for about 45 minutes after which the mixture was heated to about 50°-60° C. and allowed to stir for 4.5 hours. The reaction mixture was poured into a volume of crushed ice and extracted with chloroform. The aqueous layer was separated and was... Reactants: C1(=CC=CC=C1)C1=NCC=2N(C3=C1C=C(C=C3)Cl)C(=NN2)CO (6-phenyl-8-chloro-4H-s-triazolo[4,3-a][1,4]benzodiazepine-1-methanol), C(C)(=O)OC(C)=O (acetic anhydride). The solvent is N1=CC=CC=C1 (pyridine). Conditions: time 17 hour. Product: C(C)(=O)OCC1=NN=C2N1C1=C(C(=NC2)C2=CC=CC=C2)C=C(C=C1)Cl (1-(acetoxymethyl)-6-phenyl-8-chloro-4H-s-triazolo[4,3-a][1,4]benzodiazepine). As a reaction SMILES: [C:1]1([C:7]2[C:13]3[CH:14]=[C:15]([Cl:18])[CH:16]=[CH:17][C:12]=3[N:11]3[C:19]([CH2:22][OH:23])=[N:20][N:21]=[C:10]3[CH2:9][N:8]=2)[CH:6]=[CH:5][CH:4]=[CH:3][CH:2]=1.[C:24](OC(=O)C)(=[O:26])[CH3:25]>N1C=CC=CC=1>[C:24]([O:23][CH2:22][C:19]1[N:11]2[C:12]3[CH:17]=[CH:16][C:15]([Cl:18])=[CH:14][C:13]=3[C:7]([C:1]3[CH:2]=[CH:3][CH:4]=[CH:5][CH:6]=3)=[N:8][CH2:9][C:10]2=[N:21][N:20]=1)(=[O:26])[CH3:25]. Reported procedure: An amount of 7.0 g of 6-phenyl-8-chloro-4H-s-triazolo[4,3-a][1,4]benzodiazepine-1-methanol is dissolved in 50 ml of absolute pyridine; to the solution are added 2.4 ml of acetic anhydride, and the whole is then allowed to stand for 17 hours at 25°. The reaction mixture is afterwards concentrated in vacuo. The residue is dissolved in methylene chloride, and the solution washed with water and saturated sodium chloride solution, dried over sodium sulphate, and concentrated by evaporation. After cry... Starting materials: ClCCl, CN(C)c1ccncc1, OCC(=C1CN(C(c2ccc(Cl)cc2)c2ccc(Cl)cc2)C1)c1cc(F)cc(F)c1, O=C(Cl)Oc1ccc([N+](=O)[O-])cc1. Yields the product O=C(OCC(=C1CN(C(c2ccc(Cl)cc2)c2ccc(Cl)cc2)C1)c1cc(F)cc(F)c1)Oc1ccc([N+](=O)[O-])cc1. RXN SMILES: [CH2:53]([Cl:54])[Cl:55].[CH3:44][N:45]([CH3:46])[c:47]1[cH:48][cH:49][n:50][cH:51][cH:52]1.[Cl:1][c:2]1[cH:3][cH:4][c:5]([CH:8]([N:9]2[CH2:10][C:11](=[C:13]([CH2:14][OH:15])[c:16]3[cH:17][c:18]([F:23])[cH:19][c:20]([F:22])[cH:21]3)[CH2:12]2)[c:24]2[cH:25][cH:26][c:27]([Cl:30])[cH:28][cH:29]2)[cH:6][cH:7]1.[Cl:31][C:32](=[O:33])[O:34][c:35]1[cH:36][cH:37][c:38]([N+:41](=[O:42])[O-:43])[cH:39][cH:40]1>>[Cl:1][c:2]1[cH:3][cH:4][c:5]([CH:8]([N:9]2[CH2:10][C:11](=[C:13]([CH2:14][O:15][C:32](=[O:33])[O:34][c:35]3[cH:36][cH:37][c:38]([N+:41](=[O:42])[O-:43])[cH:39][cH:40]3)[c:16]3[cH:17][c:18]([F:23])[cH:19][c:20]([F:22])[cH:21]3)[CH2:12]2)[c:24]2[cH:25][cH:26][c:27]([Cl:30])[cH:28][cH:29]2)[cH:6][cH:7]1. The reactants are ClC1=NC(=C2N=CN(C2=N1)[C@H]1[C@@H]([C@@H]([C@H](C1)NC(CC)=O)O)O)NCC(C1=CC=CC=C1)C1=CC=CC=C1 (N-{(1S,2R,3S,4R)-4-[2-chloro-6-(2,2-diphenyl-ethylamino)-purin-9-yl]-2,3-dihydroxy-cyclopentyl}-propionamide), ClC1=NC(=C2N=CN(C2=N1)[C@H]1C=C[C@H](C1)N1N=C(N=N1)CC)Cl (2,6-dichloro-9-[(1R,4S)-4-(5-ethyl-tetrazol-2-yl)-cyclopent-2-enyl]-9H-purine). The product is ClC1=NC(=C2N=CN(C2=N1)[C@H]1C=C[C@H](C1)N1N=C(N=N1)CC)NCC(C1=CC=CC=C1)C1=CC=CC=C1 ({2-Chloro-9-[(1R,4S)-4-(5-ethyl-tetrazol-2-yl)-cyclopent-2-enyl]-9H-purin-6-yl}-(2,2-diphenyl-ethyl)-amine). As a reaction SMILES: [Cl:1][C:2]1[N:10]=[C:9]2[C:5]([N:6]=[CH:7][N:8]2[C@@H:11]2[CH2:15][C@H:14](NC(=O)CC)[C@@H:13](O)[C@H:12]2O)=[C:4]([NH:23][CH2:24][CH:25]([C:32]2[CH:37]=[CH:36][CH:35]=[CH:34][CH:33]=2)[C:26]2[CH:31]=[CH:30][CH:29]=[CH:28][CH:27]=2)[N:3]=1.ClC1N=C2C(N=CN2[C@@H]2C[C@H]([N:53]3[N:57]=[N:56][C:55]([CH2:58][CH3:59])=[N:54]3)C=C2)=C(Cl)N=1>>[Cl:1][C:2]1[N:10]=[C:9]2[C:5]([N:6]=[CH:7][N:8]2[C@@H:11]2[CH2:15][C@H:14]([N:53]3[N:57]=[N:56][C:55]([CH2:58][CH3:59])=[N:54]3)[CH:13]=[CH:12]2)=[C:4]([NH:23][CH2:24][CH:25]([C:26]2[CH:27]=[CH:28][CH:29]=[CH:30][CH:31]=2)[C:32]2[CH:33]=[CH:34][CH:35]=[CH:36][CH:37]=2)[N:3]=1. Reported procedure: The title compound is prepared analogously to N-{(1S,2R,3S,4R)-4-[2-chloro-6-(2,2-diphenyl-ethylamino)-purin-9-yl]-2,3-dihydroxy-cyclopentyl}-propionamide (AA7) by replacing N-[(1S,2R,3S,4R)-4-(2,6-dichloro-purin-9-yl)-2,3-dihydroxy-cyclopentyl]-propionamide (160 mg, 0.44 mmol) with 2,6-dichloro-9-[(1R,4S)-4-(5-ethyl-tetrazol-2-yl)-cyclopent-2-enyl]-9H-purine (EA1). MS (ES+) m/e 512.2 (MH+) Starting materials: C(C)N(CCCC(O)C1=CC=C(C=C1)NS(=O)(=O)C)CCCCCC(C)(C)O (N-(4-(4-(Ethyl(6-hydroxy-6-methylheptyl)amino)-1-hydroxybutyl)phenyl)methanesulfonamide), FC(C(=O)O)(F)F (trifluoroacetic acid). Yields the product C(C)N(CC/C=C/C1=CC=C(C=C1)NS(=O)(=O)C)CCCCCC(C)(C)O ((E)-N-(4-(4-(Ethyl(6-hydroxy-6-methylheptyl)amino)-1-butenyl)phenyl)methanesulfonamide). RXN SMILES: [CH2:1]([N:3]([CH2:20][CH2:21][CH2:22][CH2:23][CH2:24][C:25]([OH:28])([CH3:27])[CH3:26])[CH2:4][CH2:5][CH2:6][CH:7]([C:9]1[CH:14]=[CH:13][C:12]([NH:15][S:16]([CH3:19])(=[O:18])=[O:17])=[CH:11][CH:10]=1)O)[CH3:2].FC(F)(F)C(O)=O>>[CH2:1]([N:3]([CH2:20][CH2:21][CH2:22][CH2:23][CH2:24][C:25]([OH:28])([CH3:27])[CH3:26])[CH2:4][CH2:5]/[CH:6]=[CH:7]/[C:9]1[CH:14]=[CH:13][C:12]([NH:15][S:16]([CH3:19])(=[O:17])=[O:18])=[CH:11][CH:10]=1)[CH3:2]. Procedure details: In the process as described in Example 2 the product from Example 15 is treated with trifluoroacetic acid to give the titled compound which is a compound of Formula I. Starting materials: ClC=1C=C(C=CC1)C(CC)(O)C1=C(C=CC=C1)O (1-(3-chlorophenyl)-1-(2-hydroxyphenyl)-propan-1-ol), C(C)N(C(CCl)=O)CC (monochloroacetic acid diethyl amide), C([O-])([O-])=O.[K+].[K+] (potassium carbonate). Solvent: C(CC)O (n-propanol). Yields the product ClC=1C=C(C=CC1)C(CC)(O)C1=C(C=CC=C1)OCC(N(CC)CC)=O (1-(3-Chlorophenyl)-1-[2-(diethylcarbamoylmethoxy)-phenyl]-propan-1-ol). RXN SMILES: [Cl:1][C:2]1[CH:3]=[C:4]([C:8]([C:12]2[CH:17]=[CH:16][CH:15]=[CH:14][C:13]=2[OH:18])([OH:11])[CH2:9][CH3:10])[CH:5]=[CH:6][CH:7]=1.[CH2:19]([N:21]([CH2:26][CH3:27])[C:22](=[O:25])[CH2:23]Cl)[CH3:20].C(=O)([O-])[O-].[K+].[K+]>C(O)CC>[Cl:1][C:2]1[CH:3]=[C:4]([C:8]([C:12]2[CH:17]=[CH:16][CH:15]=[CH:14][C:13]=2[O:18][CH2:23][C:22](=[O:25])[N:21]([CH2:26][CH3:27])[CH2:19][CH3:20])([OH:11])[CH2:9][CH3:10])[CH:5]=[CH:6][CH:7]=1 |f:2.3.4|. Reported procedure: 5.3 g. of 1-(3-chlorophenyl)-1-(2-hydroxyphenyl)-propan-1-ol and 3.3 g. of monochloroacetic acid diethyl amide are dissolved in 36 ml. of n-propanol, and the reaction mixture is boiled for 4 hours, with stirring in the presence of 3 g. of anhydrous potassium carbonate. After cooling the solvent is distilled off under reduced pressure. To the residue water is added and it is extracted with ether. The ethereal solution is washed with water, a 5% aqueous sodium hydroxide solution and again with wat... The reactants are CC(C)C(=O)Oc2ccc1ccccc1c2 (substrate), c4ccc(B3OB(c1ccccc1)OB(c2ccccc2)O3)cc4 (effective_coupling_partner). Reagents/catalysts: PCy3. Conditions: temperature 110 celsius, time 12 hour. The product is c3ccc(c2ccc1ccccc1c2)cc3. Starting materials: O=C1N(C2=CC=C(C=C2C(N1CCCCC(=O)OCC)=O)O)CCCCN1CCC(CC1)OC(C1=CC=CC=C1)C1=CC=CC=C1 (ethyl 2,4-dioxo-1-[4-(4-diphenylmethoxypiperidino)butyl]-6-hydroxy-1,2,3,4-tetrahydroquinazoline-3-valerate), C([O-])([O-])=O.[K+].[K+] (potassium carbonate), C(C1=CC=CC=C1)Br (benzyl bromide), O (water). The solvent is CN(C=O)C (N,N-dimethylformamide). Run at time 18.5 hour. Yields the product ethyl ester, C(C1=CC=CC=C1)OC=1C=C2C(N(C(N(C2=CC1)CCCCN1CCC(CC1)OC(C1=CC=CC=C1)C1=CC=CC=C1)=O)CCCCC(=O)O)=O (6-Benzyloxy-2,4-dioxo-1-[4-(4-diphenylmethoxypiperidino)butyl]-1,2,3,4-tetrahydroquinazoline-3-valeric acid). Isolated yield 30.6%. Reaction SMILES: [O:1]=[C:2]1[N:11]([CH2:12][CH2:13][CH2:14][CH2:15][C:16]([O:18]CC)=[O:17])[C:10](=[O:21])[C:9]2[C:4](=[CH:5][CH:6]=[C:7]([OH:22])[CH:8]=2)[N:3]1[CH2:23][CH2:24][CH2:25][CH2:26][N:27]1[CH2:32][CH2:31][CH:30]([O:33][CH:34]([C:41]2[CH:46]=[CH:45][CH:44]=[CH:43][CH:42]=2)[C:35]2[CH:40]=[CH:39][CH:38]=[CH:37][CH:36]=2)[CH2:29][CH2:28]1.C(=O)([O-])[O-].[K+].[K+].[CH2:53](Br)[C:54]1[CH:59]=[CH:58][CH:57]=[CH:56][CH:55]=1.O>CN(C)C=O>[CH2:53]([O:22][C:7]1[CH:8]=[C:9]2[C:4](=[CH:5][CH:6]=1)[N:3]([CH2:23][CH2:24][CH2:25][CH2:26][N:27]1[CH2:32][CH2:31][CH:30]([O:33][CH:34]([C:41]3[CH:42]=[CH:43][CH:44]=[CH:45][CH:46]=3)[C:35]3[CH:40]=[CH:39][CH:38]=[CH:37][CH:36]=3)[CH2:29][CH2:28]1)[C:2](=[O:1])[N:11]([CH2:12][CH2:13][CH2:14][CH2:15][C:16]([OH:18])=[O:17])[C:10]2=[O:21])[C:54]1[CH:59]=[CH:58][CH:57]=[CH:56][CH:55]=1 |f:1.2.3|. Procedure details: To a suspension of ethyl 2,4-dioxo-1-[4-(4-diphenylmethoxypiperidino)butyl]-6-hydroxy-1,2,3,4-tetrahydroquinazoline-3-valerate (1.34 g, 2.13 mmol) obtained in Example 105 and potassium carbonate (354 mg, 2.56 mmol) in N,N-dimethylformamide (50.0 ml), benzyl bromide (305 ml, 2.56 mmol) was added dropwise and the reaction mixture was stirred at room temperature for 18.5 hours. The reaction mixture was combined with water and extracted with ethyl acetate. After the extract was washed with water and...